This data is from the Open Reaction Database (ORD), a public repository of structured organic reaction records. The task is: describe an organic reaction: reactants, conditions, products, and yield Reactants: CS(C)=O, [Cl-], O=C(O)c1cc(Cl)ccc1[N+](=O)[O-], Cl, [K+], [Na+], [OH-], O. Yields the product O=C(O)c1cc(O)ccc1[N+](=O)[O-]. Reaction SMILES: [CH3:19][S:20]([CH3:21])=[O:22].[Cl-:17].[Cl:1][c:2]1[cH:3][cH:4][c:5]([N+:11](=[O:12])[O-:13])[c:6]([C:7](=[O:8])[OH:9])[cH:10]1.[ClH:16].[K+:15].[Na+:18].[OH-:14].[OH2:23]>>[c:2]1([OH:14])[cH:3][cH:4][c:5]([N+:11](=[O:12])[O-:13])[c:6]([C:7](=[O:8])[OH:9])[cH:10]1. The reactants are C(#N)C(CN1N=C2C=C(C=CC2=C1OC)C(=O)OC)(NC(C1=CC=C(C=C1)OC(F)(F)F)=O)C (methyl 2-[2-cyano-2-methyl-2-(4-trifluoromethoxybenzoylamino)ethyl]-3-methoxy-2H-indazole-6-carboxylate), [OH-].[NH4+] (ammonium hydroxide), CO (methanol). The product is CC=1C2=C(N(N=C2C=C(C1)C(=O)N)CC(NC(C1=CC=C(C=C1)OC(F)(F)F)=O)(C)C#N)OC (Methyl 2-[2-cyano-2-methyl-2-(4-trifluoromethoxybenzoylamino)ethyl]-3-methoxy-2H-indazole-6-carboxamide). As a reaction SMILES: [C:1]([C:3]([CH3:34])([NH:20][C:21](=[O:33])[C:22]1[CH:27]=[CH:26][C:25]([O:28][C:29]([F:32])([F:31])[F:30])=[CH:24][CH:23]=1)[CH2:4][N:5]1[C:13]([O:14][CH3:15])=[C:12]2[C:7]([CH:8]=[C:9]([C:16](OC)=O)[CH:10]=[CH:11]2)=[N:6]1)#[N:2].[OH-:35].[NH4+:36].[CH3:37]O>>[CH3:16][C:9]1[C:8]2[C:7]([CH:12]=[C:11]([C:37]([NH2:36])=[O:35])[CH:10]=1)=[N:6][N:5]([CH2:4][C:3]([C:1]#[N:2])([CH3:34])[NH:20][C:21](=[O:33])[C:22]1[CH:27]=[CH:26][C:25]([O:28][C:29]([F:31])([F:32])[F:30])=[CH:24][CH:23]=1)[C:13]=2[O:14][CH3:15] |f:1.2|. Procedure: A solution of methyl 2-[2-cyano-2-methyl-2-(4-trifluoromethoxybenzoylamino)ethyl]-3-methoxy-2H-indazole-6-carboxylate (50 mg, described in Example 127) in methanol (3 mL) was stirred with ammonium hydroxide (1.5 mL) at room temperature for 8 days. The reaction mixture was concentrated under reduced pressure to yield a residue that was purified by chromatography (SiO2, heptane/EA) to afford the title compound as a white solid (3 mg). MS (ES): M/Z [M+H]=462. 1H NMR: (400 MHz, METHANOL-d4): 1.81 (s... Starting materials: CC(=N)SCc1ccccc1, CC(=N)SCc1ccccc1, CCOCC, CCO, Cl, NC1=NC(c2cccc(N)c2)CS1, O. Yields the product CC(=N)Nc1cccc(C2CSC(N)=N2)c1. Reaction SMILES: [C:26]([S:27][CH2:28][c:29]1[cH:30][cH:31][cH:32][cH:33][cH:34]1)(=[NH:35])[CH3:36].[C:2]([CH3:3])(=[NH:4])[S:5][CH2:6][c:7]1[cH:8][cH:9][cH:10][cH:11][cH:12]1.[CH3:37][CH2:38][O:39][CH2:40][CH3:41].[CH3:42][CH2:43][OH:44].[ClH:1].[NH2:13][c:14]1[cH:15][c:16]([CH:20]2[N:21]=[C:22]([NH2:25])[S:23][CH2:24]2)[cH:17][cH:18][cH:19]1.[OH2:45]>>[C:2]([CH3:3])(=[NH:4])[NH:13][c:14]1[cH:15][c:16]([CH:20]2[N:21]=[C:22]([NH2:25])[S:23][CH2:24]2)[cH:17][cH:18][cH:19]1. The reactants are CC1(C)OC(=O)Nc2ccc(-c3cc([N+](=O)[O-])c(C#N)[nH]3)cc21, CCOC(C)=O, [Cl-], [NH4+]. Product: CC1(C)OC(=O)Nc2ccc(-c3cc(N)c(C#N)[nH]3)cc21. RXN SMILES: [CH3:1][C:2]1([CH3:23])[O:3][C:4](=[O:22])[NH:5][c:6]2[c:7]1[cH:8][c:9](-[c:12]1[cH:13][c:14]([N+:19]([O-:20])=[O:21])[c:15]([C:17]#[N:18])[nH:16]1)[cH:10][cH:11]2.[CH3:26][CH2:27][O:28][C:29](=[O:30])[CH3:31].[Cl-:24].[NH4+:25]>>[CH3:1][C:2]1([CH3:23])[O:3][C:4](=[O:22])[NH:5][c:6]2[c:7]1[cH:8][c:9](-[c:12]1[cH:13][c:14]([NH2:19])[c:15]([C:17]#[N:18])[nH:16]1)[cH:10][cH:11]2.